This data is from the Open Reaction Database (ORD), a public repository of structured organic reaction records. The task is: describe an organic reaction: reactants, conditions, products, and yield Reactants: [H-].[Na+] (Sodium hydride), C(C1=CC=CC=C1)C1=C(CO)C=CC=C1 (2-benzylbenzylalcohol), Br.C(C)OC(=O)[C@H]1CN(CCC1)CCBr ((R)-1-(2-Bromoethyl)-3-piperidinecarboxylic acid ethyl ester hydrobromide). The solvent is C1CCOC1 (THF), C1CCOC1 (THF). Run at time 2 day. Yields the product C(C)OC(=O)[C@H]1CN(CCC1)CCOCC1=C(C=CC=C1)CC1=CC=CC=C1 ((R)-1-(2-(2-benzylbenzyloxy)ethyl)-3-piperidinecarboxylic acid ethyl ester). The yield is 8.4%. Reaction SMILES: [H-].[Na+].[CH2:3]([C:10]1[CH:17]=[CH:16][CH:15]=[CH:14][C:11]=1[CH2:12][OH:13])[C:4]1[CH:9]=[CH:8][CH:7]=[CH:6][CH:5]=1.Br.[CH2:19]([O:21][C:22]([C@@H:24]1[CH2:29][CH2:28][CH2:27][N:26]([CH2:30][CH2:31]Br)[CH2:25]1)=[O:23])[CH3:20]>C1COCC1>[CH2:19]([O:21][C:22]([C@@H:24]1[CH2:29][CH2:28][CH2:27][N:26]([CH2:30][CH2:31][O:13][CH2:12][C:11]2[CH:14]=[CH:15][CH:16]=[CH:17][C:10]=2[CH2:3][C:4]2[CH:5]=[CH:6][CH:7]=[CH:8][CH:9]=2)[CH2:25]1)=[O:23])[CH3:20] |f:0.1,3.4|. Reported procedure: Sodium hydride (2.1 g, 53 mmol, 60% oil dispersion) was added portionwise to a stirred solution of 2-benzylbenzylalcohol (5.0 g, 25 mmol) in dry THF (125 ml) placed under an atmosphere of nitrogen. The mixture was heated at reflux for 1 h and then allowed to cool to ambient temperature within 30 minutes. (R)-1-(2-Bromoethyl)-3-piperidinecarboxylic acid ethyl ester hydrobromide (8.6 g, 25 mmol, EP 374801) was added and the mixture was stirred for 2 days at ambient temperature. The reaction mixtur... Reactants: C(Cl)(Cl)Cl.CO.N (chloroform methanol ammonia), CSC1=C(C=CC(=C1)C(CNC(C)CCN(C1=CC=CC=C1)C)O)O (2-methylthio-4-(2-[4-(methylanilino)-2-butylamino]-1-hydroxyethyl)phenol), C(C)(=O)OO (peracetic acid). Run in CO (methanol), CO (methanol). The product is CN(C1=CC=CC=C1)CCC(C)NCC(O)C1=CC(=C(C=C1)O)S(=O)C (4-(2-[4-(N-methylanilino)-2-butylamino]-1-hydroxyethyl)-2-methylsulfinylphenol). RXN SMILES: [CH3:1][S:2][C:3]1[CH:8]=[C:7]([CH:9]([OH:24])[CH2:10][NH:11][CH:12]([CH2:14][CH2:15][N:16]([CH3:23])[C:17]2[CH:22]=[CH:21][CH:20]=[CH:19][CH:18]=2)[CH3:13])[CH:6]=[CH:5][C:4]=1[OH:25].C(OO)(=[O:28])C.C(Cl)(Cl)Cl.CO.N>CO>[CH3:23][N:16]([CH2:15][CH2:14][CH:12]([NH:11][CH2:10][CH:9]([C:7]1[CH:6]=[CH:5][C:4]([OH:25])=[C:3]([S:2]([CH3:1])=[O:28])[CH:8]=1)[OH:24])[CH3:13])[C:17]1[CH:18]=[CH:19][CH:20]=[CH:21][CH:22]=1 |f:2.3.4|. Procedure details: To 2-methylthio-4-(2-[4-(methylanilino)-2-butylamino]-1-hydroxyethyl)phenol (1.8 g=5 mmol) in 50 ml methanol add a solution of 40% peracetic acid (5.0 mmol) in 10 ml methanol. Stir one-half hour and concentrate to obtain a gum. Chromatograph on 100 g silica gel using chloroform/methanol/ammonia as eluant and combine appropriate fractions and concentrate to obtain 4-(2-[4-(N-methylanilino)-2-butylamino]-1-hydroxyethyl)-2-methylsulfinylphenol. Dissolve this in ether and treat with ethereal hydroge... Starting materials: Cc1ccc(S(=O)(=O)OCCCCc2cccc(Br)c2)cc1, CS(C)=O, N#C[Na], O. The product is N#CCCCCc1cccc(Br)c1. Reaction SMILES: [Br:1][c:2]1[cH:3][c:4]([CH2:8][CH2:9][CH2:10][CH2:11][O:12][S:13]([c:14]2[cH:15][cH:16][c:17]([CH3:18])[cH:19][cH:20]2)(=[O:21])=[O:22])[cH:5][cH:6][cH:7]1.[CH3:26][S:27]([CH3:28])=[O:29].[Na:23][C:24]#[N:25].[OH2:30]>>[Br:1][c:2]1[cH:3][c:4]([CH2:8][CH2:9][CH2:10][CH2:11][C:24]#[N:25])[cH:5][cH:6][cH:7]1. Starting materials: [B-](F)(F)(F)F.CC[O+](CC)CC (triethyloxonium borofluoride), CC=1C=CC(=C(C(=O)N)C1)OCCC (5-methyl-2-propoxybenzamide). The solvent is C(Cl)Cl (methylene chloride), C(Cl)Cl (methylene chloride). Reaction conditions: time 8 hour. Yields the product CC=1C=CC(=C(C(OCC)=N)C1)OCCC (ethyl 5-methyl-2-propoxybenzimidate). RXN SMILES: [B-](F)(F)(F)F.[CH3:6][CH2:7][O+](CC)CC.[CH3:13][C:14]1[CH:15]=[CH:16][C:17]([O:23][CH2:24][CH2:25][CH3:26])=[C:18]([CH:22]=1)[C:19]([NH2:21])=[O:20]>C(Cl)Cl>[CH3:13][C:14]1[CH:15]=[CH:16][C:17]([O:23][CH2:24][CH2:25][CH3:26])=[C:18]([CH:22]=1)[C:19](=[NH:21])[O:20][CH2:6][CH3:7] |f:0.1|. Reported procedure: A solution of triethyloxonium borofluoride (34 g.) in anhydrous methylene chloride (90 ml.) was added during 5 minutes to a solution of crude 5-methyl-2-propoxybenzamide (34.5 g.) in anhydrous methylene chloride (300 ml.), and the solution was left to stand at room temperature overnight. The solution was concentrated to about 150 ml. and then diluted with anhydrous diethyl ether (500 ml.). The precipitated solid was filtered off and washed with anhydrous diethyl ether to give crude ethyl 5-methy...